This data is from the Open Reaction Database (ORD), a public repository of structured organic reaction records. The task is: describe an organic reaction: reactants, conditions, products, and yield The reactants are N1C=CC2=CC=CC=C12 (1H-indole), IC1=C(C=CC=C1)C (1-iodo-2-methylbenzene). Yields the product CC1=C(C=CC=C1)N1C=CC2=CC=CC=C12 (1-(2-METHYLPHENYL)-1H-INDOLE). Reaction SMILES: [NH:1]1[C:9]2[C:4](=[CH:5][CH:6]=[CH:7][CH:8]=2)[CH:3]=[CH:2]1.I[C:11]1[CH:16]=[CH:15][CH:14]=[CH:13][C:12]=1[CH3:17]>>[CH3:17][C:12]1[CH:13]=[CH:14][CH:15]=[CH:16][C:11]=1[N:1]1[C:9]2[C:4](=[CH:5][CH:6]=[CH:7][CH:8]=2)[CH:3]=[CH:2]1. Reported procedure: Prepared by Procedure C and Scheme O using 1H-indole and 1-iodo-2-methylbenzene: ESMS m/e: 208.0 (M+H)+.